This data is from the Open Reaction Database (ORD), a public repository of structured organic reaction records. The task is: describe an organic reaction: reactants, conditions, products, and yield Reactants: Cc1ccc(S(=O)(=O)Cl)cc1, COc1ccc2c(O)cc(=O)oc2c1OC1CCCC1, ClCCl, c1ccncc1. Yields the product COc1ccc2c(OS(=O)(=O)c3ccc(C)cc3)cc(=O)oc2c1OC1CCCC1. As a reaction SMILES: [CH3:1][c:2]1[cH:3][cH:4][c:5]([S:8](=[O:9])(=[O:10])[Cl:11])[cH:6][cH:7]1.[CH:12]1([O:17][c:18]2[c:19]([O:30][CH3:31])[cH:20][cH:21][c:22]3[c:23]([OH:29])[cH:24][c:25](=[O:28])[o:26][c:27]23)[CH2:13][CH2:14][CH2:15][CH2:16]1.[Cl:38][CH2:39][Cl:40].[cH:32]1[cH:33][cH:34][n:35][cH:36][cH:37]1>>[CH3:1][c:2]1[cH:3][cH:4][c:5]([S:8](=[O:9])(=[O:10])[O:29][c:23]2[c:22]3[cH:21][cH:20][c:19]([O:30][CH3:31])[c:18]([O:17][CH:12]4[CH2:13][CH2:14][CH2:15][CH2:16]4)[c:27]3[o:26][c:25](=[O:28])[cH:24]2)[cH:6][cH:7]1. Starting materials: C(C)(=O)OCC (ethyl acetate), [NH4+].[Cl-] (NH4Cl), BrC1=NC(=CC(=C1)S(=O)(=O)C1=CC=C(C=C1)[N+](=O)[O-])C (2-bromo-6-methyl-4-(4-nitrobenzenesulphonyl)-pyridine). Reagents/catalysts: [Fe] (iron). The solvent is O (water), O (water), CO (methanol). Yields the product BrC1=NC(=CC(=C1)S(=O)(=O)C1=CC=C(C=C1)N)C (4-(2-bromo-6-methylpyridine-4-sulphonyl)-phenylamine). Isolated yield 97.5%. As a reaction SMILES: [Br:1][C:2]1[CH:7]=[C:6]([S:8]([C:11]2[CH:16]=[CH:15][C:14]([N+:17]([O-])=O)=[CH:13][CH:12]=2)(=[O:10])=[O:9])[CH:5]=[C:4]([CH3:20])[N:3]=1.[NH4+].[Cl-].C(OCC)(=O)C>CO.O.[Fe]>[Br:1][C:2]1[CH:7]=[C:6]([S:8]([C:11]2[CH:12]=[CH:13][C:14]([NH2:17])=[CH:15][CH:16]=2)(=[O:9])=[O:10])[CH:5]=[C:4]([CH3:20])[N:3]=1 |f:1.2|. Reported procedure: 0.15 g (0.00042 mol) of 2-bromo-6-methyl-4-(4-nitrobenzenesulphonyl)-pyridine was dissolved in 10 ml of methanol, treated with 0.18 g of iron powder and a solution of 0.18 g of NH4Cl in 5 ml of water and heated at reflux for 1 hr. Thereafter, the reaction mixture was poured into a mixture of ethyl acetate and water, suction filtered and the organic phase was extracted with water and sat. sodium chloride solution and dried over MgSO4. After removal of the solvent the residue was dried in a high v... As a reaction SMILES: [CH3:51][CH2:52][O:53][C:54]([CH3:55])=[O:56].[Cl-:35].[Cl:25][C:26]([C:27]([Cl:28])=[O:29])=[O:30].[Cl:36][CH2:37][Cl:38].[F:13][c:14]1[c:15]([C:16](=[O:17])[OH:18])[cH:19][cH:20][cH:21][c:22]1[O:23][CH3:24].[F:1][c:2]1[c:3]([O:4][CH3:5])[cH:6][cH:7][cH:8][c:9]1[N:10]=[C:11]=[O:12].[N-:32]=[N+:33]=[N-:34].[Na+:31].[O:39]=[CH:40][N:41]([CH3:42])[CH3:43].[O:44]1[CH2:45][CH2:46][O:47][CH2:48][CH2:49]1.[OH2:50].[OH2:57]>>[F:13][c:14]1[c:15]([C:16](=[O:17])[N:32]=[N+:33]=[N-:34])[cH:19][cH:20][cH:21][c:22]1[O:23][CH3:24]. Yields the product COc1cccc(C(=O)N=[N+]=[N-])c1F. Starting materials: CCOC(C)=O, [Cl-], O=C(Cl)C(=O)Cl, ClCCl, COc1cccc(C(=O)O)c1F, COc1cccc(N=C=O)c1F, [N-]=[N+]=[N-], [Na+], CN(C)C=O, C1COCCO1, O, O. Reported procedure: To a solution of 1.0 g (2.59 mmol) of 1,1,4,4,7,7,10,10-octamethyl-1,2,3,4,7,8,9,10-octahydrodibenzo(b,h)-fluorene in 30 ml of THF, 1.75 ml (2.85 mmol) of a hexane solution of n-butyllithium was dropwise added in a nitrogen atmosphere with ice cooling, followed by stirring at room temperature for 4 hours. Then, a solution of 0.92 g (3.11 mmol) of 3,6,6-triphenylfulvene in 10 ml of THF was slowly added at room temperature, followed by stirring for 15 hours. To the reaction solution, 20 ml of wate... RXN SMILES: [CH3:1][C:2]1([CH3:29])[C:18]2[CH:17]=[C:16]3[C:8]([C:9]4[CH:10]=[C:11]5[C:22]([CH3:24])([CH3:23])[CH2:21][CH2:20][C:19]([CH3:26])([CH3:25])[C:12]5=[CH:13][C:14]=4[CH2:15]3)=[CH:7][C:6]=2[C:5]([CH3:28])([CH3:27])[CH2:4][CH2:3]1.CCCCCC.C([Li])CCC.[C:41]1([C:47]2[CH:48]=[CH:49][C:50](=[C:52]([C:59]3[CH:64]=[CH:63][CH:62]=[CH:61][CH:60]=3)[C:53]3[CH:58]=[CH:57][CH:56]=[CH:55][CH:54]=3)[CH:51]=2)[CH:46]=[CH:45][CH:44]=[CH:43][CH:42]=1>C1COCC1.O>[C:41]1([C:47]2[CH:48]=[CH:49][CH:50]([C:52]([C:53]3[CH:54]=[CH:55][CH:56]=[CH:57][CH:58]=3)([C:59]3[CH:60]=[CH:61][CH:62]=[CH:63][CH:64]=3)[CH:20]3[CH2:21][C:22]([CH3:24])([CH3:23])[C:11]4[CH:10]=[C:9]5[C:14](=[CH:13][C:12]=4[C:19]3([CH3:26])[CH3:25])[CH2:15][C:16]3[CH:17]=[C:18]4[C:2]([CH3:29])([CH3:1])[CH2:3][CH2:4][C:5]([CH3:28])([CH3:27])[C:6]4=[CH:7][C:8]5=3)[CH:51]=2)[CH:42]=[CH:43][CH:44]=[CH:45][CH:46]=1. Reaction conditions: time 4 hour. The yield is 69.1%. Solvent: C1CCOC1 (THF), C1CCOC1 (THF), O (water). Reactants: C1(=CC=CC=C1)C=1C=CC(C1)=C(C1=CC=CC=C1)C1=CC=CC=C1 (3,6,6-triphenylfulvene), CC1(CCC(C=2C=C3C=4C=C5C(=CC4CC3=CC21)C(CCC5(C)C)(C)C)(C)C)C (1,1,4,4,7,7,10,10-octamethyl-1,2,3,4,7,8,9,10-octahydrodibenzo(b,h)-fluorene), CCCCCC (hexane), C(CCC)[Li] (n-butyllithium). Yields the product C1(=CC=CC=C1)C1=CC(C=C1)C(C1C(C2=C(C=C3C=4C=C5C(=CC4CC3=C2)C(CCC5(C)C)(C)C)C(C1)(C)C)(C)C)(C1=CC=CC=C1)C1=CC=CC=C1 (1-(3-phenylcyclopentadienyl)-1-(1,1,4,4,7,7,10,10-octamethyl-1,2,3,4,7,8,9,10-octahydrodibenzo(b,h)-fluorenyl)diphenylmethane). Starting materials: O=C([O-])[O-], CCN(CC)P(OCc1ccccc1)OCc1ccccc1, C1CCOC1, CC(C)(CO)CCO, O=C(OO)c1cccc(Cl)c1, ClCCl, [Na+], [Na+], c1nnn[nH]1. Yields the product CC(C)(CCO)COP(=O)(OCc1ccccc1)OCc1ccccc1. RXN SMILES: [C:47](=[O:48])([O-:49])[O-:50].[CH2:14]([N:15]([CH2:16][CH3:34])[P:17]([O:18][CH2:19][c:20]1[cH:21][cH:22][cH:23][cH:24][cH:25]1)[O:26][CH2:27][c:28]1[cH:29][cH:30][cH:31][cH:32][cH:33]1)[CH3:35].[CH2:53]1[O:54][CH2:55][CH2:56][CH2:57]1.[CH3:1][C:2]([CH2:3][OH:4])([CH2:5][CH2:6][OH:7])[CH3:8].[Cl:36][c:37]1[cH:38][cH:39][cH:40][c:41]([C:42]([O:43][OH:45])=[O:44])[cH:46]1.[Cl:58][CH2:59][Cl:60].[Na+:51].[Na+:52].[nH:9]1[cH:10][n:11][n:12][n:13]1>>[CH3:1][C:2]([CH2:3][O:4][P:17]([O:18][CH2:19][c:20]1[cH:21][cH:22][cH:23][cH:24][cH:25]1)([O:26][CH2:27][c:28]1[cH:29][cH:30][cH:31][cH:32][cH:33]1)=[O:44])([CH2:5][CH2:6][OH:7])[CH3:8].